The task is: describe an organic reaction: reactants, conditions, products, and yield. This data is from the Open Reaction Database (ORD), a public repository of structured organic reaction records. Starting materials: C(C(=O)Cl)(=O)Cl (oxalyl chloride), O1C=CC=2C1=NC=C(C2)C(=O)O (furo[2,3-b]pyridine-5-carboxylic acid), C(C)NCC (diethylamine). The reagents and catalysts are CN(C=O)C (dimethylformamide). Run in C(Cl)Cl (methylene chloride). Conditions: time 0.5 hour. The product is C(C)N(C(=O)C=1C=C2C(=NC1)OC=C2)CC (N,N-Diethyl furo[2,3-b]pyridine-5-carboxamide). Yield: 124.5%. RXN SMILES: [O:1]1[C:5]2=[N:6][CH:7]=[C:8]([C:10]([OH:12])=O)[CH:9]=[C:4]2[CH:3]=[CH:2]1.C(Cl)(=O)C(Cl)=O.[CH2:19]([NH:21][CH2:22][CH3:23])[CH3:20]>C(Cl)Cl.CN(C)C=O>[CH2:19]([N:21]([CH2:22][CH3:23])[C:10]([C:8]1[CH:9]=[C:4]2[CH:3]=[CH:2][O:1][C:5]2=[N:6][CH:7]=1)=[O:12])[CH3:20]. Procedure: To a suspension of furo[2,3-b]pyridine-5-carboxylic acid (3.30 g, 20.2 mmol) in methylene chloride (80 mL), under a nitrogen atmosphere at room temperature, was added oxalyl chloride (4.2 mL, 48 mmol) and then four drops of dimethylformamide. The reaction mixture was stirred until gas evolution ceased (4-5 hours) and a clear solution resulted. This solution was evaporated in vacuo and the excess oxalyl chloride chased by evaporation with benzene. The residue was dissolved in chloroform (50 mL) a... Starting materials: O=C([O-])O, CC1CCC(Nc2ccccc2)c2ncc(C(=O)O)c(=O)n21, [Na+], O. The product is CC1CC=C(Nc2ccccc2)c2ncc(C(=O)O)c(=O)n21. Reaction SMILES: [C:1](=[O:2])([O-:3])[OH:4].[NH:6]([c:7]1[cH:8][cH:9][cH:10][cH:11][cH:12]1)[CH:13]1[CH2:14][CH2:15][CH:16]([CH3:27])[n:17]2[c:18]1[n:19][cH:20][c:21]([C:24](=[O:25])[OH:26])[c:22]2=[O:23].[Na+:5].[OH2:28]>>[NH:6]([c:7]1[cH:8][cH:9][cH:10][cH:11][cH:12]1)[C:13]1=[CH:14][CH2:15][CH:16]([CH3:27])[n:17]2[c:18]1[n:19][cH:20][c:21]([C:24](=[O:25])[OH:26])[c:22]2=[O:23].